Dataset: the Open Reaction Database (ORD), a public repository of structured organic reaction records. Task: describe an organic reaction: reactants, conditions, products, and yield Starting materials: KHCO3, C(C=CC1=CC=CC=C1)OC(C(CC=1C=C(C=C(C1)CP(=O)(OCC)OCC)C1=CC=C(C=C1)Cl)NC(=O)OC(C)(C)C)=O ((±)-α-tert.Butyloxycarbonylamino-3-(4'-chloro-5-(diethoxyphosphinyl)methyl-[1.1'-biphenyl]-3 -yl) propanoic acid cinnamyl ester), FC(C(=O)O)(F)F (trifluoroacetic acid). The solvent is C(Cl)Cl (CH2Cl2). Yields the product C(C=CC1=CC=CC=C1)OC(C(CC=1C=C(C=C(C1)CP(=O)(OCC)OCC)C1=CC=C(C=C1)Cl)N)=O ((±)-α-Amino-3-(4'-chloro-5-(diethoxyphosphinyl)methyl-[1.1'-biphenyl]-3yl)propanoic acid cinnamyl ester). Reaction SMILES: [CH2:1]([O:10][C:11](=[O:44])[CH:12]([NH:36]C(OC(C)(C)C)=O)[CH2:13][C:14]1[CH:15]=[C:16]([C:29]2[CH:34]=[CH:33][C:32]([Cl:35])=[CH:31][CH:30]=2)[CH:17]=[C:18]([CH2:20][P:21]([O:26][CH2:27][CH3:28])([O:23][CH2:24][CH3:25])=[O:22])[CH:19]=1)[CH:2]=[CH:3][C:4]1[CH:9]=[CH:8][CH:7]=[CH:6][CH:5]=1.FC(F)(F)C(O)=O>C(Cl)Cl>[CH2:1]([O:10][C:11](=[O:44])[CH:12]([NH2:36])[CH2:13][C:14]1[CH:15]=[C:16]([C:29]2[CH:30]=[CH:31][C:32]([Cl:35])=[CH:33][CH:34]=2)[CH:17]=[C:18]([CH2:20][P:21]([O:26][CH2:27][CH3:28])([O:23][CH2:24][CH3:25])=[O:22])[CH:19]=1)[CH:2]=[CH:3][C:4]1[CH:9]=[CH:8][CH:7]=[CH:6][CH:5]=1. Procedure details: 5.5 g of the product of step c) and 50 ml aqueous trifluoroacetic acid (70%) are stirred at room temperature 20 hours. To the mixture are added CH2Cl2 and dropwise aqueous KHCO3 solution. The organic phase is dried (Na2SO4) and evaporated. The residue is taken up in diethyl ether, filtered and evaporated to dryness, to give the heading compound as an oil. The reactants are C(C)O[C@@H]1[C@H](C[C@@H]2CC[C@H]3[C@@H]4CC[C@H](C(CSC(CN5CCOCC5)=O)=O)[C@]4(CC([C@@H]3[C@]2(C1)C)=O)C)O (2β-Ethoxy-3α-hydroxy-21-morpholinoacetylthio-5α-pregnane-11,20-dione), Cl (hydrochloric acid). Solvent: O (water). Product: aqueous solution, Cl.C(C)O[C@@H]1[C@H](C[C@@H]2CC[C@H]3[C@@H]4CC[C@H](C(CSC(CN5CCOCC5)=O)=O)[C@]4(CC([C@@H]3[C@]2(C1)C)=O)C)O (2β-Ethoxy-21-morpholinoacetylthio-3α-hydroxy-5α-pregnane-11,20-dione hydrochloride). Isolated yield 1.0%. As a reaction SMILES: [CH2:1]([O:3][C@H:4]1[CH2:33][C@@:32]2([CH3:34])[C@@H:7]([CH2:8][CH2:9][C@@H:10]3[C@@H:31]2[C:30](=[O:35])[CH2:29][C@@:28]2([CH3:36])[C@H:11]3[CH2:12][CH2:13][C@@H:14]2[C:15](=[O:27])[CH2:16][S:17][C:18](=[O:26])[CH2:19][N:20]2[CH2:25][CH2:24][O:23][CH2:22][CH2:21]2)[CH2:6][C@@H:5]1[OH:37])[CH3:2].[ClH:38]>O>[ClH:38].[CH2:1]([O:3][C@H:4]1[CH2:33][C@@:32]2([CH3:34])[C@@H:7]([CH2:8][CH2:9][C@@H:10]3[C@@H:31]2[C:30](=[O:35])[CH2:29][C@@:28]2([CH3:36])[C@H:11]3[CH2:12][CH2:13][C@@H:14]2[C:15](=[O:27])[CH2:16][S:17][C:18](=[O:26])[CH2:19][N:20]2[CH2:21][CH2:22][O:23][CH2:24][CH2:25]2)[CH2:6][C@@H:5]1[OH:37])[CH3:2] |f:3.4|. Procedure: 2β-Ethoxy-3α-hydroxy-21-morpholinoacetylthio-5α-pregnane-11,20-dione (134 mg., 0.25 mmole) was dissolved in 0.1 M hydrochloric acid (2.5 ml. 0.25 mmole) and the resulting clear solution was diluted to 13 ml. by the addition of distilled water to give a 1% aqueous solution of the title compound.